describe an organic reaction: reactants, conditions, products, and yield From a dataset of the Open Reaction Database (ORD), a public repository of structured organic reaction records. The reactants are ClCC(O)C1C[C@@H](CC/C=C/CCCCC(N([C@H](C(N1)=O)C)C)=O)C ((E)-(3S,14R)-16-(2-chloro-1-hydroxy-ethyl)-3,4,14-trimethyl-1,4diaza-cyclohexadec-10-ene-2,5-dione). The reagents and catalysts are [Pd] (Pd/C). Run in CCO (EtOH). Run at time 4 hour. Yields the product ClCC(O)C1C[C@@H](CCCCCCCCC(N([C@H](C(N1)=O)C)C)=O)C ((3S,14R)-16-(2-Chloro-1-hydroxy-ethyl)-3,4,14-trimethyl-1,4diaza-cyclohexadecane-2,5-dione). RXN SMILES: [Cl:1][CH2:2][CH:3]([CH:5]1[NH:20][C:19](=[O:21])[C@H:18]([CH3:22])[N:17]([CH3:23])[C:16](=[O:24])[CH2:15][CH2:14][CH2:13][CH2:12][CH:11]=[CH:10][CH2:9][CH2:8][C@@H:7]([CH3:25])[CH2:6]1)[OH:4]>CCO.[Pd]>[Cl:1][CH2:2][CH:3]([CH:5]1[NH:20][C:19](=[O:21])[C@H:18]([CH3:22])[N:17]([CH3:23])[C:16](=[O:24])[CH2:15][CH2:14][CH2:13][CH2:12][CH2:11][CH2:10][CH2:9][CH2:8][C@@H:7]([CH3:25])[CH2:6]1)[OH:4]. Procedure: A solution of 1.24 g (3.32 mmol) of (E)-(3S,14R)-16-(2-chloro-1-hydroxy-ethyl)-3,4,14-trimethyl-1,4diaza-cyclohexadec-10-ene-2,5-dione in 33 ml EtOH is stirred at rt in the presence of 332 mg 10% Pd/C under a hydrogen atmosphere for 1 h. More catalyst is added (332 mg) and the hydrogenation is continued for 4 h. The catalyst is filtered off and the filtrate evaporated. The residue is purified by chromatography on silica gel (DCM/methanol 95/5) and gives the title compound as a brownish foam (mix... Starting materials: CN(C)c1ccncc1, CN1CCc2c(n(CC(=O)O)c3ccc(Cl)cc23)C1, O=C(Cl)C(=O)Cl, ClCCl, Nc1ccc(F)cc1, CN(C)C=O. The product is CN1CCc2c(n(CC(=O)Nc3ccc(F)cc3)c3ccc(Cl)cc23)C1. As a reaction SMILES: [CH3:42][N:43]([CH3:44])[c:45]1[cH:46][cH:47][n:48][cH:49][cH:50]1.[Cl:1][c:2]1[cH:3][c:4]2[c:5]3[c:6]([n:7]([CH2:11][C:12](=[O:13])[OH:14])[c:8]2[cH:9][cH:10]1)[CH2:15][N:16]([CH3:19])[CH2:17][CH2:18]3.[Cl:20][C:21]([C:22]([Cl:23])=[O:24])=[O:25].[Cl:39][CH2:40][Cl:41].[NH2:31][c:32]1[cH:33][cH:34][c:35]([F:36])[cH:37][cH:38]1.[O:26]=[CH:27][N:28]([CH3:29])[CH3:30]>>[Cl:1][c:2]1[cH:3][c:4]2[c:5]3[c:6]([n:7]([CH2:11][C:12](=[O:14])[NH:31][c:32]4[cH:33][cH:34][c:35]([F:36])[cH:37][cH:38]4)[c:8]2[cH:9][cH:10]1)[CH2:15][N:16]([CH3:19])[CH2:17][CH2:18]3. The reactants are [Na] (sodium), CC(CC)OC1=CC=C(OCCO)C=C1 (2-[4-(1-methylpropoxy)phenoxy]ethanol), ClC1=NC(=CC=C1)Cl (2,6-dichloropyridine). The product is ClC1=CC=CC(=N1)OCCOC1=CC=C(C=C1)OC(CC)C (6-chloro-2-{2-[4-(1-methylpropoxy)phenoxy]ethoxy}pyridine). Reaction SMILES: [Na].[CH3:2][CH:3]([O:6][C:7]1[CH:16]=[CH:15][C:10]([O:11][CH2:12][CH2:13][OH:14])=[CH:9][CH:8]=1)[CH2:4][CH3:5].[Cl:17][C:18]1[CH:23]=[CH:22][CH:21]=[C:20](Cl)[N:19]=1>>[Cl:17][C:18]1[N:19]=[C:20]([O:14][CH2:13][CH2:12][O:11][C:10]2[CH:15]=[CH:16][C:7]([O:6][CH:3]([CH3:2])[CH2:4][CH3:5])=[CH:8][CH:9]=2)[CH:21]=[CH:22][CH:23]=1 |^1:0|. Procedure: Following the same procedures, the sodium salt of 2-[4-(1-methylpropoxy)phenoxy]ethanol is reacted with 2,6-dichloropyridine to give 6-chloro-2-{2-[4-(1-methylpropoxy)phenoxy]ethoxy}pyridine. The reactants are [OH-].[Na+] (sodium hydroxide), CN(C(CC1=C(N=C2SC3=C(N21)C=CC=C3)C=3SC(=CC3)C)=O)C (N,N-dimethyl-2-(5-methylthien-2-yl) imidazo[2,1-b]benzothiazole-3-acetamide), COCCO (2-methoxyethanol), [OH-].[Na+] (sodium hydroxide). Run in O (water), O (water). Conditions: temperature 130 celsius, time 30 minute. The product is CC1=CC=C(S1)C=1N=C2SC3=C(N2C1CC(=O)O)C=CC=C3 (2-(5-methylthien-2-yl)imidazo[2,1-b]benzothiazole-3-acetic acid). As a reaction SMILES: CN(C)[C:3](=[O:23])[CH2:4][C:5]1[N:12]2[C:8]([S:9][C:10]3[CH:16]=[CH:15][CH:14]=[CH:13][C:11]=32)=[N:7][C:6]=1[C:17]1[S:18][C:19]([CH3:22])=[CH:20][CH:21]=1.C[O:26]CCO.[OH-].[Na+]>O>[CH3:22][C:19]1[S:18][C:17]([C:6]2[N:7]=[C:8]3[N:12]([C:5]=2[CH2:4][C:3]([OH:23])=[O:26])[C:11]2[CH:13]=[CH:14][CH:15]=[CH:16][C:10]=2[S:9]3)=[CH:21][CH:20]=1 |f:2.3|. Reported procedure: 23.8 g (0.067 mole) of N,N-dimethyl-2-(5-methylthien-2-yl) imidazo[2,1-b]benzothiazole-3-acetamide and 450 ml of 2-methoxyethanol are introduced into a 1 liter round-bottomed flask, and the mixture is stirred and it is heated on an oil bath at around 130° C. until the solid dissolves. A solution of 13.4 g (0.335 mole) of sodium hydroxide pellets in 70 ml of water is added hot, with precaution, then after 30 minutes, a further 13.4 g (0.335 mole) of sodium hydroxide pellets in 70 ml of water, and... Starting materials: FC(C1=CC(=NC=2N1N=CC2C#C)C2=CC=C(C=C2)C(F)(F)F)F (7-difluoromethyl-3-ethynyl-5-(4-trifluoromethyl-phenyl)-pyrazolo[1,5-a]pyrimidine), NC1=CC=C(C(=N1)C)Br (6-amino-3-bromo-2-methylpyridine). Product: FC(C1=CC(=NC=2N1N=CC2C#CC=2C=CC(=NC2C)N)C2=CC=C(C=C2)C(F)(F)F)F (5-[7-Difluoromethyl-5-(4-trifluoromethyl-phenyl)-pyrazolo[1,5-a]pyrimidin-3-ylethynyl]-6-methyl-pyridin-2-ylamine), solid. Yield: 15.0%. As a reaction SMILES: [F:1][CH:2]([F:24])[C:3]1[N:8]2[N:9]=[CH:10][C:11]([C:12]#[CH:13])=[C:7]2[N:6]=[C:5]([C:14]2[CH:19]=[CH:18][C:17]([C:20]([F:23])([F:22])[F:21])=[CH:16][CH:15]=2)[CH:4]=1.[NH2:25][C:26]1[N:31]=[C:30]([CH3:32])[C:29](Br)=[CH:28][CH:27]=1>>[F:24][CH:2]([F:1])[C:3]1[N:8]2[N:9]=[CH:10][C:11]([C:12]#[C:13][C:29]3[CH:28]=[CH:27][C:26]([NH2:25])=[N:31][C:30]=3[CH3:32])=[C:7]2[N:6]=[C:5]([C:14]2[CH:19]=[CH:18][C:17]([C:20]([F:23])([F:22])[F:21])=[CH:16][CH:15]=2)[CH:4]=1. Procedure: The title compound was prepared from 7-difluoromethyl-3-ethynyl-5-(4-trifluoromethyl-phenyl)-pyrazolo[1,5-a]pyrimidine (example C.2) (340 mg, 1.0 mmol) and 6-amino-3-bromo-2-methylpyridine (168 mg, 1.0 mmol) according to general procedure II. Obtained as a red solid (65 mg, 15%). MS (ISP) 444.3 [(M+H)+]; mp 243-246° C. Starting materials: CC(C)(C)c1nc2cc(S(=O)(=O)Cl)ccc2n1CC1CCC(F)(F)CC1, CCOC(=O)C1CCCNC1. Yields the product CCOC(=O)C1CCCN(S(=O)(=O)c2ccc3c(c2)nc(C(C)(C)C)n3CC2CCC(F)(F)CC2)C1. Reaction SMILES: [C:1]([CH3:2])([CH3:3])([CH3:4])[c:5]1[n:6][c:7]2[c:8]([n:9]1[CH2:10][CH:11]1[CH2:12][CH2:13][C:14]([F:17])([F:18])[CH2:15][CH2:16]1)[cH:19][cH:20][c:21]([S:23](=[O:24])(=[O:25])[Cl:26])[cH:22]2.[NH:27]1[CH2:28][CH:29]([C:33](=[O:34])[O:35][CH2:36][CH3:37])[CH2:30][CH2:31][CH2:32]1>>[C:1]([CH3:2])([CH3:3])([CH3:4])[c:5]1[n:6][c:7]2[c:8]([n:9]1[CH2:10][CH:11]1[CH2:12][CH2:13][C:14]([F:17])([F:18])[CH2:15][CH2:16]1)[cH:19][cH:20][c:21]([S:23](=[O:24])(=[O:25])[N:27]1[CH2:28][CH:29]([C:33](=[O:34])[O:35][CH2:36][CH3:37])[CH2:30][CH2:31][CH2:32]1)[cH:22]2. Reactants: C1(CC1)NC(C1=C(C=CC=C1)O)=O (N-cyclopropyl-2-hydroxybenzamide), O1[C@@H](C1)COS(=O)(=O)C1=CC(=CC=C1)[N+](=O)[O-] ((2S)-oxiran-2-ylmethyl-3-nitrobenzenesulfonate), C([O-])([O-])=O.[Cs+].[Cs+] (cesium carbonate). The solvent is CN(C)C=O (DMF). Conditions: time 8 hour. The product is C1(CC1)NC(C1=C(C=CC=C1)OC[C@H]1OC1)=O (N-Cyclopropyl-2-[(2S)-oxiran-2-ylmethoxy]benzamide). Yield: 99.8%. RXN SMILES: [CH:1]1([NH:4][C:5](=[O:13])[C:6]2[CH:11]=[CH:10][CH:9]=[CH:8][C:7]=2[OH:12])[CH2:3][CH2:2]1.[O:14]1[CH2:16][C@H:15]1[CH2:17]OS(C1C=CC=C([N+]([O-])=O)C=1)(=O)=O.C(=O)([O-])[O-].[Cs+].[Cs+]>CN(C=O)C>[CH:1]1([NH:4][C:5](=[O:13])[C:6]2[CH:11]=[CH:10][CH:9]=[CH:8][C:7]=2[O:12][CH2:17][C@@H:15]2[CH2:16][O:14]2)[CH2:2][CH2:3]1 |f:2.3.4|. Procedure: A mixture of N-cyclopropyl-2-hydroxybenzamide (270 mg, 1.52 mmol), (2S)-oxiran-2-ylmethyl-3-nitrobenzenesulfonate (378 mg, 1.68 mmol) and cesium carbonate (645 mg, 1.98 mmol) in DMF (4 mL) was stirred at room temperature overnight. The reaction mixture was partitioned between ethyl acetate and water. The organic layer was dried over Na2SO4, filtered and concentrated. The residue was purified by silica gel flash chromatography (40% heptane in ethyl acetate) to give the subtitled compound (354 mg)... Starting materials: C(=O)(O)CC1=CC(=C(OC=2C(=C3C=C(NC3=CC2)C(=O)O)[N+](=O)[O-])C=C1)OC (5-(4-(Carboxymethyl)-2-methoxyphenoxy)-4-nitro-1H-indole-2-carboxylic acid), C[Si](C)(C)Cl (TMSCl). Run in CO (CH3OH). Reaction conditions: time 3 hour. The product is COC1=C(OC=2C(=C3C=C(NC3=CC2)C(=O)O)[N+](=O)[O-])C=CC(=C1)CC(=O)OC (5-(2-Methoxy-4-(2-methoxy-2-oxoethyl)phenoxy)-4-nitro-1H-indole-2-carboxylic acid). As a reaction SMILES: [C:1]([CH2:4][C:5]1[CH:26]=[CH:25][C:8]([O:9][C:10]2[C:11]([N+:22]([O-:24])=[O:23])=[C:12]3[C:16](=[CH:17][CH:18]=2)[NH:15][C:14]([C:19]([OH:21])=[O:20])=[CH:13]3)=[C:7]([O:27][CH3:28])[CH:6]=1)([OH:3])=[O:2].[CH3:29][Si](Cl)(C)C>CO>[CH3:28][O:27][C:7]1[CH:6]=[C:5]([CH2:4][C:1]([O:3][CH3:29])=[O:2])[CH:26]=[CH:25][C:8]=1[O:9][C:10]1[C:11]([N+:22]([O-:24])=[O:23])=[C:12]2[C:16](=[CH:17][CH:18]=1)[NH:15][C:14]([C:19]([OH:21])=[O:20])=[CH:13]2. Procedure details: To a solution of 15.4 (0.37 g, 0.96 mmol) in CH3OH (10 mL), was added TMSCl (0.1 g, 0.92 mmol). The mixture was stirred at room temperature for 3 h. Solvent was removed to give a residue, which was used without further purification. MS ESI (pos.) m/z: 401.0 (M+H)+.